From a dataset of the Open Reaction Database (ORD), a public repository of structured organic reaction records. describe an organic reaction: reactants, conditions, products, and yield Starting materials: O=C([O-])[O-], CCCCN, ClCCl, [K+], [K+], O=S(=O)(Cl)c1cccc2cnccc12. Yields the product CCCCNS(=O)(=O)c1cccc2cnccc12. Reaction SMILES: [C:15](=[O:16])([O-:17])[O-:18].[CH2:21]([CH2:22][CH2:23][CH3:24])[NH2:25].[Cl:26][CH2:27][Cl:28].[K+:19].[K+:20].[cH:1]1[n:2][cH:3][cH:4][c:5]2[c:6]([S:11](=[O:12])(=[O:13])[Cl:14])[cH:7][cH:8][cH:9][c:10]12>>[cH:1]1[n:2][cH:3][cH:4][c:5]2[c:6]([S:11](=[O:12])(=[O:13])[NH:25][CH2:21][CH2:22][CH2:23][CH3:24])[cH:7][cH:8][cH:9][c:10]12. Starting materials: CC1(OB(OC1(C)C)C1=C2C=NNC2=CC=C1)C (4-(4,4,5,5-tetramethyl-[1,3,2]dioxaborolan-2-yl)-1H-indazole), C(=O)([O-])[O-].[Na+].[Na+] (Na2CO3), ClC=1N=C(C2=C(N1)C=C(O2)I)N2CCOCC2 (2-Chloro-6-iodo-4-morpholinofuro[3,2-d]pyrimidine), CS(=O)(=O)C=1C=C(C=CC1)B(O)O (3-(methylsulfonyl)phenylboronic acid), C(=O)([O-])[O-].[Na+].[Na+] (Na2CO3). The reagents and catalysts are Cl[Pd]([P](C1=CC=CC=C1)(C2=CC=CC=C2)C3=CC=CC=C3)([P](C4=CC=CC=C4)(C5=CC=CC=C5)C6=CC=CC=C6)Cl (PdCl2(PPh3)2), Cl[Pd]([P](C1=CC=CC=C1)(C2=CC=CC=C2)C3=CC=CC=C3)([P](C4=CC=CC=C4)(C5=CC=CC=C5)C6=CC=CC=C6)Cl (PdCl2(PPh3)2). The solvent is C(C)#N (acetonitrile). Run at temperature 100 celsius, time 30 minute. Product: N1N=CC2=C(C=CC=C12)C=1N=C(C2=C(N1)C=C(O2)C2=CC(=CC=C2)S(=O)(=O)C)N2CCOCC2 (2-(1H-Indazol-4-yl)-6-(3-(methylsulfonyl)phenyl)-4-morpholinofuro[3,2-d]pyrimidine). As a reaction SMILES: Cl[C:2]1[N:3]=[C:4]([N:12]2[CH2:17][CH2:16][O:15][CH2:14][CH2:13]2)[C:5]2[O:10][C:9](I)=[CH:8][C:6]=2[N:7]=1.[CH3:18][S:19]([C:22]1[CH:23]=[C:24](B(O)O)[CH:25]=[CH:26][CH:27]=1)(=[O:21])=[O:20].C([O-])([O-])=O.[Na+].[Na+].CC1(C)C(C)(C)OB([C:45]2[CH:53]=[CH:52][CH:51]=[C:50]3[C:46]=2[CH:47]=[N:48][NH:49]3)O1>C(#N)C.Cl[Pd](Cl)([P](C1C=CC=CC=1)(C1C=CC=CC=1)C1C=CC=CC=1)[P](C1C=CC=CC=1)(C1C=CC=CC=1)C1C=CC=CC=1>[NH:49]1[C:50]2[C:46](=[C:45]([C:2]3[N:3]=[C:4]([N:12]4[CH2:17][CH2:16][O:15][CH2:14][CH2:13]4)[C:5]4[O:10][C:9]([C:26]5[CH:25]=[CH:24][CH:23]=[C:22]([S:19]([CH3:18])(=[O:21])=[O:20])[CH:27]=5)=[CH:8][C:6]=4[N:7]=3)[CH:53]=[CH:52][CH:51]=2)[CH:47]=[N:48]1 |f:2.3.4,^1:60,79|. Procedure details: 2-Chloro-6-iodo-4-morpholinofuro[3,2-d]pyrimidine (40 mg, 1.0 eq) was dissolved in acetonitrile (0.4 ml) and treated with 3-(methylsulfonyl)phenylboronic acid (23 mg, 1.05 eq), PdCl2(PPh3)2 (7.7 mg, 0.10 eq) and 1M Na2CO3 (0.33 ml). The vial was sealed and heated with stirring in the microwave to 100° C. for 30 minutes. Reaction mixture was quenched with saturated aq. NaHCO3 and extracted with dichloromethane. The combined organic layers were dried (Na2SO4) and concentrated. The residue was diss...